Dataset: the Open Reaction Database (ORD), a public repository of structured organic reaction records. Task: describe an organic reaction: reactants, conditions, products, and yield Starting materials: ClC1(CC2=C(OCO2)C(=C1)I)N (5-Chloro-7-iodo-1,3-benzodioxol-5-amine), CN(C(=O)NCC#C)C (N,N-dimethyl-N′-prop-2-yn-1-ylurea), C(C)(C)NC(C)C (diisopropylamine). The reagents and catalysts are [Cu]I (copper(I) iodide), [Pd](Cl)Cl.C1(=CC=CC=C1)P(C1=CC=CC=C1)C1=CC=CC=C1.C1(=CC=CC=C1)P(C1=CC=CC=C1)C1=CC=CC=C1 (bis(triphenylphosphine) palladium(II) dichloride). Solvent: C(C)(=O)OCC (ethyl acetate), ice methanol. Run at time 3 hour. Product: NC1=C(C=C(C2=C1OCO2)C#CCNC(N(C)C)=O)Cl (N′-[3-(7-amino-6-chloro-1,3-benzodioxol-4-yl)prop-2-yn-1-yl]-N,N-dimethylurea). Yield: 68.4%. As a reaction SMILES: [Cl:1][C:2]1(N)[CH:10]=[C:9](I)[C:5]2[O:6][CH2:7][O:8][C:4]=2[CH2:3]1.[CH3:13][N:14]([CH3:21])[C:15]([NH:17][CH2:18][C:19]#[CH:20])=[O:16].C([NH:25]C(C)C)(C)C>C(OCC)(=O)C.[Pd](Cl)Cl.C1(P(C2C=CC=CC=2)C2C=CC=CC=2)C=CC=CC=1.C1(P(C2C=CC=CC=2)C2C=CC=CC=2)C=CC=CC=1.[Cu]I>[NH2:25][C:3]1[C:4]2[O:8][CH2:7][O:6][C:5]=2[C:9]([C:20]#[C:19][CH2:18][NH:17][C:15](=[O:16])[N:14]([CH3:21])[CH3:13])=[CH:10][C:2]=1[Cl:1] |f:4.5.6|. Procedure: 5-Chloro-7-iodo-1,3-benzodioxol-5-amine (682 mg, 2.29 mmol) and N,N-dimethyl-N′-prop-2-yn-1-ylurea (289 mg, 2.29 mmol) in ethyl acetate (10 ml) were cooled in ice-methanol, under an atmosphere of nitrogen, then treated with bis(triphenylphosphine) palladium(II) dichloride (161 mg, 10 mol %) followed by copper(I) iodide (43 mg, 10 mol %) and diisopropylamine (463 mg, 4.03 mmol). The reaction was allowed to warm to room temperature and stirred 3 hr. then filtered through Celite. The filtrate was p... The reactants are C1CCOC1, COc1cccc(C=O)c1, COc1cccc(C=Nc2cccc3ccccc23)c1, Cc1ccccc1, FC(F)(F)C1CO1, Nc1cccc2ccccc12. The product is COc1cccc(C(c2cccc3c(N)cccc23)C2(C(F)(F)F)CO2)c1. As a reaction SMILES: [CH2:56]1[O:57][CH2:58][CH2:59][CH2:60]1.[CH3:12][O:13][c:14]1[cH:15][c:16]([CH:17]=[O:18])[cH:19][cH:20][cH:21]1.[CH3:22][O:23][c:24]1[cH:25][c:26]([CH:27]=[N:28][c:29]2[c:30]3[c:31]([cH:32][cH:33][cH:34][cH:35]3)[cH:36][cH:37][cH:38]2)[cH:39][cH:40][cH:41]1.[CH3:49][c:50]1[cH:51][cH:52][cH:53][cH:54][cH:55]1.[F:42][C:43]([CH:44]1[CH2:45][O:46]1)([F:47])[F:48].[NH2:1][c:2]1[cH:3][cH:4][cH:5][c:6]2[cH:7][cH:8][cH:9][cH:10][c:11]12>>[NH2:1][c:2]1[cH:3][cH:4][cH:5][c:6]2[c:7]([CH:17]([c:16]3[cH:15][c:14]([O:13][CH3:12])[cH:21][cH:20][cH:19]3)[C:44]3([C:43]([F:42])([F:47])[F:48])[CH2:45][O:46]3)[cH:8][cH:9][cH:10][c:11]12. Starting materials: O=C(O)c1n[nH]c2ccccc12, CO. Product: COC(=O)c1n[nH]c2ccccc12. Reaction SMILES: [C:1](=[O:2])([OH:3])[c:4]1[n:5][nH:6][c:7]2[cH:8][cH:9][cH:10][cH:11][c:12]12.[CH3:13][OH:14]>>[C:1]([O:2][CH3:13])(=[O:3])[c:4]1[n:5][nH:6][c:7]2[cH:8][cH:9][cH:10][cH:11][c:12]12. Reactants: ClC1=CC=C(C=C1)C(C1=CC(=C(C#N)C=C1)F)(C=1N=CN(C1)C(C1=CC=CC=C1)(C1=CC=CC=C1)C1=CC=CC=C1)O (4-[(4-Chloro-phenyl)-hydroxy-(1-trityl-1H-imidazol-4-yl)-methyl]-2-fluoro-benzonitrile), ClC=1C=C(C=CC1)O (3-chlorophenol), [F-].[K+] (KF), C1COCCOCCOCCOCCOCCO1 (18-Crown-6 ether). Solvent: CC#N (CH3CN). Product: ClC=1C=C(OC2=C(C#N)C=CC(=C2)C(C=2N=CN(C2)C(C2=CC=CC=C2)(C2=CC=CC=C2)C2=CC=CC=C2)(O)C2=CC=C(C=C2)Cl)C=CC1 (2-(3-Chloro-phenoxy)-4-[(4-chloro-phenyl)-hydroxy-(1-trityl-1H-imidazol-4-yl)-methyl]-benzonitrile). Reaction SMILES: [Cl:1][C:2]1[CH:7]=[CH:6][C:5]([C:8]([OH:42])([C:18]2[N:19]=[CH:20][N:21]([C:23]([C:36]3[CH:41]=[CH:40][CH:39]=[CH:38][CH:37]=3)([C:30]3[CH:35]=[CH:34][CH:33]=[CH:32][CH:31]=3)[C:24]3[CH:29]=[CH:28][CH:27]=[CH:26][CH:25]=3)[CH:22]=2)[C:9]2[CH:16]=[CH:15][C:12]([C:13]#[N:14])=[C:11](F)[CH:10]=2)=[CH:4][CH:3]=1.[Cl:43][C:44]1[CH:45]=[C:46]([OH:50])[CH:47]=[CH:48][CH:49]=1.[F-].[K+].C1OCCOCCOCCOCCOCCOC1>CC#N>[Cl:43][C:44]1[CH:45]=[C:46]([CH:47]=[CH:48][CH:49]=1)[O:50][C:11]1[CH:10]=[C:9]([C:8]([C:5]2[CH:6]=[CH:7][C:2]([Cl:1])=[CH:3][CH:4]=2)([OH:42])[C:18]2[N:19]=[CH:20][N:21]([C:23]([C:36]3[CH:41]=[CH:40][CH:39]=[CH:38][CH:37]=3)([C:30]3[CH:31]=[CH:32][CH:33]=[CH:34][CH:35]=3)[C:24]3[CH:25]=[CH:26][CH:27]=[CH:28][CH:29]=3)[CH:22]=2)[CH:16]=[CH:15][C:12]=1[C:13]#[N:14] |f:2.3|. Procedure details: 4-[(4-Chloro-phenyl)-hydroxy-(1-trityl-1H-imidazol-4-yl)-methyl]-2-fluoro-benzonitrile (0.337 g, 0.591 mmol), 3-chlorophenol (0.074 mL, 0.709 mmol), 40% KF on alumina (0.182 g), and 18-Crown-6 ether (0.018 g, 0.068 mmol) were refluxed in CH3CN for 40 hr under Ar. The reaction mixture was concentrated in vacuo, diluted with EtOAc, washed with satd. NaHCO3 solution, water, brine and dried (MgSO4). Filtration and concentration gave the title compound. Run in C(Cl)Cl (methylene chloride), C(Cl)Cl (methylene chloride). Reactants: OC[C@@H]1CN(CCO1)C(=O)OC(C)(C)C (1,1-Dimethylethyl (2S)-2-(hydroxymethyl)-4-morpholinecarboxylate), C(Br)(Br)(Br)Br (carbon tetrabromide), C1(=CC=CC=C1)P(C1=CC=CC=C1)C1=CC=CC=C1 (triphenylphosphine). Conditions: time 1 hour. The product is BrC[C@@H]1CN(CCO1)C(=O)OC(C)(C)C (1,1-Dimethylethyl (2S)-2-(bromomethyl)-4-morpholinecarboxylate). Isolated yield 53.5%. Procedure: 1,1-Dimethylethyl (2S)-2-(hydroxymethyl)-4-morpholinecarboxylate (18.5 g, 0.080 mol) and carbon tetrabromide (34.5 g, 0.104 mol) were dissolved in methylene chloride (400 mL) and cooled in an ice bath. A solution of triphenylphosphine (22 g, 0.084 mol) in methylene chloride (150 ml) was added dropwise over 30 min. After 1 hr at 0° C., the reaction was allowed warm to room temp and was stirred overnight. The reaction volume was reduced by ½ in vacuo and poured onto a pad of silica gel and the pro... Reaction SMILES: O[CH2:2][C@H:3]1[O:8][CH2:7][CH2:6][N:5]([C:9]([O:11][C:12]([CH3:15])([CH3:14])[CH3:13])=[O:10])[CH2:4]1.C(Br)(Br)(Br)[Br:17].C1(P(C2C=CC=CC=2)C2C=CC=CC=2)C=CC=CC=1>C(Cl)Cl>[Br:17][CH2:2][C@H:3]1[O:8][CH2:7][CH2:6][N:5]([C:9]([O:11][C:12]([CH3:15])([CH3:14])[CH3:13])=[O:10])[CH2:4]1. The reactants are Cl (hydrochloric acid), FC1=C(C=CC=C1)[C@@](CN1N=CN=C1)([C@@H](C)S[C@H]1CO[C@@H](OC1)C1=CC=CC=C1)O ((2R,3R)-2-(2-fluorophenyl)-3-[(trans-2-phenyl-1,3-dioxan-5-yl)thio]-1-(1H-1,2,4-triazol-1-yl)-2-butanol). Run in C1(=CC=CC=C1)C (toluene). Conditions: temperature 50 celsius. The product is FC1=C(C=CC=C1)[C@@](CN1N=CN=C1)([C@@H](C)SC(CO)CO)O ((2R,3R)-2-(2-Fluorophenyl)-3-[[1-(hydroxymethyl)-2-hydroxyethyl]thio]-1-(1H-1,2,4-triazol-1-yl)-2-butanol). Isolated yield 53.8%. As a reaction SMILES: Cl.[F:2][C:3]1[CH:8]=[CH:7][CH:6]=[CH:5][C:4]=1[C@:9]([OH:31])([C@H:16]([S:18][C@@H:19]1[CH2:24][O:23][C@@H](C2C=CC=CC=2)[O:21][CH2:20]1)[CH3:17])[CH2:10][N:11]1[CH:15]=[N:14][CH:13]=[N:12]1>C1(C)C=CC=CC=1>[F:2][C:3]1[CH:8]=[CH:7][CH:6]=[CH:5][C:4]=1[C@:9]([OH:31])([C@H:16]([S:18][CH:19]([CH2:20][OH:21])[CH2:24][OH:23])[CH3:17])[CH2:10][N:11]1[CH:15]=[N:14][CH:13]=[N:12]1. Reported procedure: 110 ml (110 mmol) of 1 N hydrochloric acid were added to a solution of 13 g (30.3 mmol) of (2R,3R)-2-(2-fluorophenyl)-3-[(trans-2-phenyl-1,3-dioxan-5-yl)thio]-1-(1H-1,2,4-triazol-1-yl)-2-butanol [prepared as described in Step 5(i) above] in 80 ml of toluene. The resulting mixture was heated at 50° C. for 2.5 hours. At the end of this time, the water layer was separated and the oily layer was extracted twice with dilute hydrochloric acid and then with an aqueous sodium chloride solution. The aque... Run at temperature 50 celsius. The reactants are Cl (hydrochloric acid), C[O-].[Na+] (sodium methylate), Cl.C(C)(=N)N (acetamidine hydrochloride), COC(CC(=O)COC)=O (γ-methoxyacetoacetic acid methyl ester). Reaction SMILES: C[O-].[Na+].Cl.[C:5]([NH2:8])(=[NH:7])[CH3:6].[CH3:9][O:10][C:11](=O)[CH2:12][C:13]([CH2:15][O:16]C)=O.Cl>CO>[CH3:6][C:5]1[N:8]=[C:12]([CH2:11][O:10][CH3:9])[CH:13]=[C:15]([OH:16])[N:7]=1 |f:0.1,2.3|. The solvent is CO (methanol), CO (methanol), ice water. Yields the product CC1=NC(=CC(=N1)COC)O (2-methyl-4-methoxymethyl-6-hydroxy-pyrimidine). The yield is 58.4%. Procedure: 968 g (4 mol) of sodium methylate in methanol were added to a solution of 187 g (2 mol) of acetamidine hydrochloride and 292 g (2 mol) of γ-methoxyacetoacetic acid methyl ester in 1,000 ml of methanol at 5° C., the mixture was warmed for 3 hours at 50° C. and the solvent was then stripped off under reduced pressure. The residue was dissolved in 500 ml of ice-water and brought to pH ca.6 with concentrated hydrochloric acid, while cooling externally, the precipitate was filtered off, washed with e... The reactants are C(C)(CC)NC1=NC(=NC(=C1C=O)Cl)SC (4-sec-butylamino-6-chloro-2-methylsulfanyl-pyrimidine-5-carbaldehyde), FC1=C(C=CC=C1)B(O)O (2-fluorophenylboronic acid). The product is C(C)(CC)NC1=NC(=NC(=C1C=O)C1=C(C=CC=C1)F)SC (4-sec-butylamino-6-(2-fluoro-phenyl)-2-methylsulfanyl-pyrimidine-5-carbaldehyde). Reaction SMILES: [CH:1]([NH:5][C:6]1[C:11]([CH:12]=[O:13])=[C:10](Cl)[N:9]=[C:8]([S:15][CH3:16])[N:7]=1)([CH2:3][CH3:4])[CH3:2].[F:17][C:18]1[CH:23]=[CH:22][CH:21]=[CH:20][C:19]=1B(O)O>>[CH:1]([NH:5][C:6]1[C:11]([CH:12]=[O:13])=[C:10]([C:19]2[CH:20]=[CH:21][CH:22]=[CH:23][C:18]=2[F:17])[N:9]=[C:8]([S:15][CH3:16])[N:7]=1)([CH2:3][CH3:4])[CH3:2]. Procedure details: Prepared as described above in Example 11 starting from 4-sec-butylamino-6-chloro-2-methylsulfanyl-pyrimidine-5-carbaldehyde and 2-fluorophenylboronic acid to give the title compound 4-sec-butylamino-6-(2-fluoro-phenyl)-2-methylsulfanyl-pyrimidine-5-carbaldehyde. 1H-NMR: δ 0.96 (m, 3H), 1.30 (m, 3H), 1.67 (m, 2H), 2.58 (s, 3H), 4.38 (m, 1H), 7.11-7.31 (m, 2H), 7.42-7.58 (m, 2H), 9.07 (br s, 1H), 9.63 (s, 1H). LC MS (m/e)=306 (MH+). Conditions: time 24 hour. Reaction SMILES: C([NH:4][C:5](C(OCC)=O)([CH2:11][C:12]1[C:13]([O:22][CH3:23])=[N:14][O:15][C:16]=1[C:17]([O:19]CC)=[O:18])[C:6]([O:8]CC)=[O:7])(=[O:3])C>Cl>[OH2:3].[NH2:4][CH:5]([CH2:11][C:12]1[C:13]([O:22][CH3:23])=[N:14][O:15][C:16]=1[C:17]([OH:19])=[O:18])[C:6]([OH:8])=[O:7] |f:2.3|. Procedure: A suspension of ethyl 2-acetamido-2-(ethoxycarbonyl)-3-[5-(ethoxycarbonyl)-3-methoxyisoxazol-4-yl]propionate (1.2 g, 3.0 mmol) in 0.5 M HCl (100 mL) was boiled under reflux for 48 h. The mixture was cooled, washed with dichloromethane (100 mL) and diethyl ether (2×100 mL), filtered and concentrated in vacuo. Water was added (5 mL) and the pH adjusted to about 3 by addition of NaOH (0.1 M and 1 M). The aqueous phase was reduced in vacuo (2 mL) and a precipitate collected by filtration. The precip... Reactants: C(C)(=O)NC(C(=O)OCC)(CC=1C(=NOC1C(=O)OCC)OC)C(=O)OCC (ethyl 2-acetamido-2-(ethoxycarbonyl)-3-[5-(ethoxycarbonyl)-3-methoxyisoxazol-4-yl]propionate). The solvent is Cl (HCl). Yields the product O.NC(C(=O)O)CC=1C(=NOC1C(=O)O)OC ((RS)-2-Amino-3-(5-carboxy-3-methoxyisoxazol-4-yl)propionic Acid Hydrate).